From a dataset of the Open Reaction Database (ORD), a public repository of structured organic reaction records. describe an organic reaction: reactants, conditions, products, and yield The product is ClC1=CC(=C(C=C1C=1C(N(C2=CC(=NC=C2C1)NCCCN1CCOCC1)CC)=O)NC(=O)NC1=CC=CC=C1)F (1-(4-chloro-5-(1-ethyl-7-((3-morpholinopropyl)amino)-2-oxo-1,2-dihydro-1,6-naphthyridin-3-yl)-2-fluorophenyl)-3-phenylurea). The solvent is N1=CC=CC=C1 (pyridine). As a reaction SMILES: [NH2:1][C:2]1[C:3]([F:32])=[CH:4][C:5]([Cl:31])=[C:6]([C:8]2[C:9](=[O:30])[N:10]([CH2:28][CH3:29])[C:11]3[C:16]([CH:17]=2)=[CH:15][N:14]=[C:13]([NH:18][CH2:19][CH2:20][CH2:21][N:22]2[CH2:27][CH2:26][O:25][CH2:24][CH2:23]2)[CH:12]=3)[CH:7]=1.[C:33]1([N:39]=[C:40]=[O:41])[CH:38]=[CH:37][CH:36]=[CH:35][CH:34]=1>N1C=CC=CC=1>[Cl:31][C:5]1[C:6]([C:8]2[C:9](=[O:30])[N:10]([CH2:28][CH3:29])[C:11]3[C:16]([CH:17]=2)=[CH:15][N:14]=[C:13]([NH:18][CH2:19][CH2:20][CH2:21][N:22]2[CH2:23][CH2:24][O:25][CH2:26][CH2:27]2)[CH:12]=3)=[CH:7][C:2]([NH:1][C:40]([NH:39][C:33]2[CH:38]=[CH:37][CH:36]=[CH:35][CH:34]=2)=[O:41])=[C:3]([F:32])[CH:4]=1. Reported procedure: A solution of 3-(5-amino-2-chloro-4-fluorophenyl)-1-ethyl-7-((3-morpholinopropyl)amino)-1,6-naphthyridin-2(1H)-one (0.140 g, 0.304 mmol) in pyridine (4 mL) was treated with phenyl isocyanate (0.040 g, 0.336 mmol) and stirred at RT for 1 h. The mixture was concentrated to dryness, treated with MeOH and the resulting solid was collected via filtration to afford 1-(4-chloro-5-(1-ethyl-7-((3-morpholinopropyl)amino)-2-oxo-1,2-dihydro-1,6-naphthyridin-3-yl)-2-fluorophenyl)-3-phenylurea (120 mg, 61% yi... Reaction conditions: time 1 hour. Isolated yield 68.2%. The reactants are NC=1C(=CC(=C(C1)C=1C(N(C2=CC(=NC=C2C1)NCCCN1CCOCC1)CC)=O)Cl)F (3-(5-amino-2-chloro-4-fluorophenyl)-1-ethyl-7-((3-morpholinopropyl)amino)-1,6-naphthyridin-2(1H)-one), C1(=CC=CC=C1)N=C=O (phenyl isocyanate). Starting materials: CC(C)(C)[Si](C)(C)OCCBr, CN(C)C=O, CCOC(C)=O, O=Cc1cc(I)ccc1O, [K+], [K+], O=C([O-])[O-]. Product: CC(C)(C)[Si](C)(C)OCCOc1ccc(I)cc1C=O. Reaction SMILES: [Br:17][CH2:18][CH2:19][O:20][Si:21]([CH3:22])([CH3:23])[C:24]([CH3:25])([CH3:26])[CH3:27].[CH3:28][N:29]([CH3:30])[CH:31]=[O:32].[CH3:33][CH2:34][O:35][C:36](=[O:37])[CH3:38].[I:1][c:2]1[cH:3][cH:4][c:5]([OH:10])[c:6]([CH:7]=[O:8])[cH:9]1.[K+:11].[K+:12].[O-:13][C:14]([O-:15])=[O:16]>>[I:1][c:2]1[cH:3][cH:4][c:5]([O:10][CH2:18][CH2:19][O:20][Si:21]([CH3:22])([CH3:23])[C:24]([CH3:25])([CH3:26])[CH3:27])[c:6]([CH:7]=[O:8])[cH:9]1. Reactants: CCCCOCCOc1ccc(-c2ccc3c(c2)C=C(C(=O)Nc2ccc(SCc4nnn(C)n4)cc2)CCN3CC(C)C)cc1, ClCCl, O=C(OO)c1cccc(Cl)c1, [Na+], [Na+], O=S([O-])([O-])=S. The product is CCCCOCCOc1ccc(-c2ccc3c(c2)C=C(C(=O)Nc2ccc(S(=O)Cc4nnn(C)n4)cc2)CCN3CC(C)C)cc1. Reaction SMILES: [CH2:1]([CH2:2][CH2:3][CH3:4])[O:5][CH2:6][CH2:7][O:8][c:9]1[cH:10][cH:11][c:12](-[c:15]2[cH:16][cH:17][c:18]3[c:19]([cH:46]2)[CH:20]=[C:21]([C:29](=[O:30])[NH:31][c:32]2[cH:33][cH:34][c:35]([S:38][CH2:39][c:40]4[n:41][n:42][n:43]([CH3:45])[n:44]4)[cH:36][cH:37]2)[CH2:22][CH2:23][N:24]3[CH2:25][CH:26]([CH3:27])[CH3:28])[cH:13][cH:14]1.[CH2:65]([Cl:66])[Cl:67].[Cl:47][c:48]1[cH:49][cH:50][cH:51][c:52]([C:53]([O:54][OH:56])=[O:55])[cH:57]1.[Na+:63].[Na+:64].[S:58]([O-:59])([O-:60])(=[O:61])=[S:62]>>[CH2:1]([CH2:2][CH2:3][CH3:4])[O:5][CH2:6][CH2:7][O:8][c:9]1[cH:10][cH:11][c:12](-[c:15]2[cH:16][cH:17][c:18]3[c:19]([cH:46]2)[CH:20]=[C:21]([C:29](=[O:30])[NH:31][c:32]2[cH:33][cH:34][c:35]([S:38]([CH2:39][c:40]4[n:41][n:42][n:43]([CH3:45])[n:44]4)=[O:55])[cH:36][cH:37]2)[CH2:22][CH2:23][N:24]3[CH2:25][CH:26]([CH3:27])[CH3:28])[cH:13][cH:14]1. Reactants: CCOC(=O)COc1c(C(=O)OC)sc(-c2ccc(OC)c(C=O)c2)c1Br, Nc1cc(C(F)(F)F)cc(C(F)(F)F)c1. The product is CCOC(=O)COc1c(C(=O)OC)sc(-c2ccc(OC)c(CNc3cc(C(F)(F)F)cc(C(F)(F)F)c3)c2)c1Br. RXN SMILES: [CH3:1][O:2][C:3](=[O:4])[c:5]1[s:6][c:7](-[c:18]2[cH:19][c:20]([CH:26]=[O:27])[c:21]([O:24][CH3:25])[cH:22][cH:23]2)[c:8]([Br:17])[c:9]1[O:10][CH2:11][C:12](=[O:13])[O:14][CH2:15][CH3:16].[F:28][C:29]([c:30]1[cH:31][c:32]([NH2:40])[cH:33][c:34]([C:36]([F:37])([F:38])[F:39])[cH:35]1)([F:41])[F:42]>>[CH3:1][O:2][C:3](=[O:4])[c:5]1[s:6][c:7](-[c:18]2[cH:19][c:20]([CH2:26][NH:40][c:32]3[cH:31][c:30]([C:29]([F:28])([F:41])[F:42])[cH:35][c:34]([C:36]([F:37])([F:38])[F:39])[cH:33]3)[c:21]([O:24][CH3:25])[cH:22][cH:23]2)[c:8]([Br:17])[c:9]1[O:10][CH2:11][C:12](=[O:13])[O:14][CH2:15][CH3:16]. The reactants are O=C1Nc2cccc3c2C1(CCCCBr)CCC3, COc1cc2c(cc1OC)C(C)N(C(=O)OC(C)(C)C)CC2, O=C([O-])[O-], CCOC(C)=O, CO, Cl, [K+], [K+]. The product is COc1cc2c(cc1OC)C(C)N(CCCCC13CCCc4cccc(c41)NC3=O)CC2. Reaction SMILES: [Br:23][CH2:24][CH2:25][CH2:26][CH2:27][C:28]12[C:29](=[O:40])[NH:30][c:31]3[cH:32][cH:33][cH:34][c:35]([c:36]31)[CH2:37][CH2:38][CH2:39]2.[C:1]([O:2][C:6](=[O:3])[N:8]1[CH:9]([CH3:22])[c:10]2[cH:11][c:12]([O:20][CH3:21])[c:13]([O:18][CH3:19])[cH:14][c:15]2[CH2:16][CH2:17]1)([CH3:4])([CH3:5])[CH3:7].[C:41](=[O:42])([O-:43])[O-:44].[CH3:47][CH2:48][O:49][C:50](=[O:51])[CH3:52].[CH3:53][OH:54].[ClH:55].[K+:45].[K+:46]>>[CH2:6]([N:8]1[CH:9]([CH3:22])[c:10]2[cH:11][c:12]([O:20][CH3:21])[c:13]([O:18][CH3:19])[cH:14][c:15]2[CH2:16][CH2:17]1)[CH2:25][CH2:26][CH2:27][C:28]12[C:29](=[O:40])[NH:30][c:31]3[cH:32][cH:33][cH:34][c:35]([c:36]31)[CH2:37][CH2:38][CH2:39]2. Reactants: O1CCOCC1 (dioxane), NC1=CC=C(C=C1)C1C(NC(S1)=O)=O (5-(4-amino-phenyl)thiazolidine-2,4-dione), C1(C=2C(C(=O)O1)=CC=CC2)=O (phthalic anhydride), C(C)(=O)[O-].[Na+] (sodium acetate). The solvent is O (water), C(C)(=O)O (acetic acid). The product is O=C1N(C(C2=CC=CC=C12)=O)C1=CC=C(C=C1)C1C(NC(S1)=O)=O (5-(4-(1,3-Dioxoisoindoline-2-yl)Phenyl)Thiazolidine-2,4-Dione). Isolated yield 92.3%. Reaction SMILES: O1CCOCC1.[NH2:7][C:8]1[CH:13]=[CH:12][C:11]([CH:14]2[S:18][C:17](=[O:19])[NH:16][C:15]2=[O:20])=[CH:10][CH:9]=1.[C:21]1(=O)[O:26][C:24](=[O:25])[C:23]2=[CH:27][CH:28]=[CH:29][CH:30]=[C:22]12.C([O-])(=O)C.[Na+]>O.C(O)(=O)C>[O:25]=[C:24]1[C:23]2[C:22](=[CH:30][CH:29]=[CH:28][CH:27]=2)[C:21](=[O:26])[N:7]1[C:8]1[CH:9]=[CH:10][C:11]([CH:14]2[S:18][C:17](=[O:19])[NH:16][C:15]2=[O:20])=[CH:12][CH:13]=1 |f:3.4|. Procedure details: Into 30 ml of dioxane were dissolved 1,00 g of 5-(4-amino-phenyl)thiazolidine-2,4-dione and 0.74 g of phthalic anhydride, and the solution was refluxed for 2 hours. Thereafter, 30 ml of acetic acid and 0.5 g of sodium acetate were added and the mixture was refluxed for 2 hours. The reaction liquor was poured into 400 ml of water, and the crystals deposited were collected by filtration. These were recrystalized from ethanol to obtain 1.50 g of title compound. The reactants are O1CCCC2=CC=CC=C12 (Chroman), S(=O)(=O)(C1=CC=C(C)C=C1)Cl (tosyl chloride). Yields the product S(=O)(=O)(O)C1=CC=C(C)C=C1.O1CCCC2=CC=CC=C12 (chroman tosylate). RXN SMILES: [O:1]1[C:10]2[C:5](=[CH:6][CH:7]=[CH:8][CH:9]=2)[CH2:4][CH2:3][CH2:2]1.[S:11](Cl)([C:14]1[CH:20]=[CH:19][C:17]([CH3:18])=[CH:16][CH:15]=1)(=[O:13])=[O:12]>>[S:11]([C:14]1[CH:20]=[CH:19][C:17]([CH3:18])=[CH:16][CH:15]=1)([OH:1])(=[O:13])=[O:12].[O:1]1[C:10]2[C:5](=[CH:6][CH:7]=[CH:8][CH:9]=2)[CH2:4][CH2:3][CH2:2]1 |f:2.3|. Procedure details: In step 8, a ring closure is effected by treatment of diol s with palladium diacetate in the presence of 2[P(t-Bu)2]-1,1-binaphthyl, to afford chroman compound t. Chroman t is treated with tosyl chloride to form chroman tosylate u in step 9. In step 10, tosylate u is reacted with amine v to afford chroman w, which is a compound of formula I in accordance with the invention. Reactants: COc1ccc(CN)cc1, CS(C)=O, O=C(O)c1cn2c3c(c(NCCNc4ccccn4)c(F)c(F)c3c1=O)OCC2c1ccccc1. Product: COc1ccc(CNc2c(F)c(NCCNc3ccccn3)c3c4c2c(=O)c(C(=O)O)cn4C(c2ccccc2)CO3)cc1. RXN SMILES: [CH3:36][O:37][c:38]1[cH:39][cH:40][c:41]([CH2:42][NH2:43])[cH:44][cH:45]1.[CH3:46][S:47]([CH3:48])=[O:49].[F:1][c:2]1[c:3]([F:35])[c:4]([NH:25][CH2:26][CH2:27][NH:28][c:29]2[n:30][cH:31][cH:32][cH:33][cH:34]2)[c:5]2[c:6]3[n:7]([cH:17][c:18]([C:22](=[O:23])[OH:24])[c:19](=[O:21])[c:20]13)[CH:8]([c:11]1[cH:12][cH:13][cH:14][cH:15][cH:16]1)[CH2:9][O:10]2>>[c:2]1([NH:43][CH2:42][c:41]2[cH:40][cH:39][c:38]([O:37][CH3:36])[cH:45][cH:44]2)[c:3]([F:35])[c:4]([NH:25][CH2:26][CH2:27][NH:28][c:29]2[n:30][cH:31][cH:32][cH:33][cH:34]2)[c:5]2[c:6]3[n:7]([cH:17][c:18]([C:22](=[O:23])[OH:24])[c:19](=[O:21])[c:20]13)[CH:8]([c:11]1[cH:12][cH:13][cH:14][cH:15][cH:16]1)[CH2:9][O:10]2. Starting materials: N#CCBr, O=C([O-])[O-], CC(=O)O, CN(C)C=O, [K+], [K+], CC(C)CCn1c(=O)c(C2=NS(=O)(=O)c3cc(N)ccc3N2)c(O)c2cccnc21, O. The product is CC(C)CCn1c(=O)c(C2=NS(=O)(=O)c3cc(NCC#N)ccc3N2)c(O)c2cccnc21. As a reaction SMILES: [Br:31][CH2:32][C:33]#[N:34].[C:35](=[O:36])([O-:37])[O-:38].[CH3:41][C:42](=[O:43])[OH:44].[CH3:45][N:46]([CH3:47])[CH:48]=[O:49].[K+:39].[K+:40].[NH2:1][c:2]1[cH:3][c:4]2[c:5]([cH:29][cH:30]1)[NH:6][C:7]([c:12]1[c:13](=[O:28])[n:14]([CH2:23][CH2:24][CH:25]([CH3:26])[CH3:27])[c:15]3[n:16][cH:17][cH:18][cH:19][c:20]3[c:21]1[OH:22])=[N:8][S:9]2(=[O:10])=[O:11].[OH2:50]>>[NH:1]([c:2]1[cH:3][c:4]2[c:5]([cH:29][cH:30]1)[NH:6][C:7]([c:12]1[c:13](=[O:28])[n:14]([CH2:23][CH2:24][CH:25]([CH3:26])[CH3:27])[c:15]3[n:16][cH:17][cH:18][cH:19][c:20]3[c:21]1[OH:22])=[N:8][S:9]2(=[O:10])=[O:11])[CH2:32][C:33]#[N:34].